This data is from the Open Reaction Database (ORD), a public repository of structured organic reaction records. The task is: describe an organic reaction: reactants, conditions, products, and yield Starting materials: CC(=O)O, CC1Cc2cc3c(cc2C(c2ccc([N+](=O)[O-])cc2)=NN1)OCO3, [K+], N#C[S-]. Product: CC1Cc2cc3c(cc2C(c2ccc([N+](=O)[O-])cc2)=NN1C(N)=S)OCO3. As a reaction SMILES: [CH3:29][C:30](=[O:31])[OH:32].[CH3:5][CH:6]1[NH:7][N:8]=[C:9]([c:20]2[cH:21][cH:22][c:23]([N+:26](=[O:27])[O-:28])[cH:24][cH:25]2)[c:10]2[c:11]([cH:13][c:14]3[c:15]([cH:16]2)[O:17][CH2:18][O:19]3)[CH2:12]1.[K+:1].[S-:2][C:3]#[N:4]>>[S:2]=[C:3]([NH2:4])[N:7]1[CH:6]([CH3:5])[CH2:12][c:11]2[c:10]([cH:16][c:15]3[c:14]([cH:13]2)[O:19][CH2:18][O:17]3)[C:9]([c:20]2[cH:21][cH:22][c:23]([N+:26](=[O:27])[O-:28])[cH:24][cH:25]2)=[N:8]1. Reactants: O=C([O-])[O-], CC(C)=C(C)B(O)O, COC(=O)c1ccc(-c2cc(OC)ccc2F)c(I)c1, [K+], [K+], CN(C)C=O, O, c1ccc(P(c2ccccc2)(c2ccccc2)[Pd](P(c2ccccc2)(c2ccccc2)c2ccccc2)(P(c2ccccc2)(c2ccccc2)c2ccccc2)P(c2ccccc2)(c2ccccc2)c2ccccc2)cc1. The product is COC(=O)c1ccc(-c2cc(OC)ccc2F)c(C(C)=C(C)C)c1. Reaction SMILES: [C:29](=[O:30])([O-:31])[O-:32].[CH3:21][C:22](=[C:23]([CH3:24])[B:25]([OH:26])[OH:27])[CH3:28].[F:1][c:2]1[c:3](-[c:10]2[c:11]([I:20])[cH:12][c:13]([C:16](=[O:17])[O:18][CH3:19])[cH:14][cH:15]2)[cH:4][c:5]([O:8][CH3:9])[cH:6][cH:7]1.[K+:33].[K+:34].[O:35]=[CH:36][N:37]([CH3:38])[CH3:39].[OH2:40].[cH:41]1[cH:42][cH:43][c:44]([P:45]([Pd:46]([P:47]([c:48]2[cH:49][cH:50][cH:51][cH:52][cH:53]2)([c:54]2[cH:55][cH:56][cH:57][cH:58][cH:59]2)[c:60]2[cH:61][cH:62][cH:63][cH:64][cH:65]2)([P:66]([c:67]2[cH:68][cH:69][cH:70][cH:71][cH:72]2)([c:73]2[cH:74][cH:75][cH:76][cH:77][cH:78]2)[c:79]2[cH:80][cH:81][cH:82][cH:83][cH:84]2)[P:85]([c:86]2[cH:87][cH:88][cH:89][cH:90][cH:91]2)([c:92]2[cH:93][cH:94][cH:95][cH:96][cH:97]2)[c:98]2[cH:99][cH:100][cH:101][cH:102][cH:103]2)([c:104]2[cH:105][cH:106][cH:107][cH:108][cH:109]2)[c:110]2[cH:111][cH:112][cH:113][cH:114][cH:115]2)[cH:116][cH:117]1>>[F:1][c:2]1[c:3](-[c:10]2[c:11]([C:23](=[C:22]([CH3:21])[CH3:28])[CH3:24])[cH:12][c:13]([C:16](=[O:17])[O:18][CH3:19])[cH:14][cH:15]2)[cH:4][c:5]([O:8][CH3:9])[cH:6][cH:7]1. The reactants are COC(=O)c1cccc(COc2ccc(Br)cc2F)c1, Cl, [Li+], C1COCCO1, [OH-], O. RXN SMILES: [CH3:1][O:2][C:3]([c:4]1[cH:5][c:6]([CH2:10][O:11][c:12]2[c:13]([F:19])[cH:14][c:15]([Br:18])[cH:16][cH:17]2)[cH:7][cH:8][cH:9]1)=[O:20].[ClH:23].[Li+:21].[O:24]1[CH2:25][CH2:26][O:27][CH2:28][CH2:29]1.[OH-:22].[OH2:30]>>[O:2]=[C:3]([c:4]1[cH:5][c:6]([CH2:10][O:11][c:12]2[c:13]([F:19])[cH:14][c:15]([Br:18])[cH:16][cH:17]2)[cH:7][cH:8][cH:9]1)[OH:20]. Yields the product O=C(O)c1cccc(COc2ccc(Br)cc2F)c1. The reactants are O=C([O-])[O-], CCC(C)=O, O=[N+]([O-])c1ccc(Oc2ccc(C(F)(F)F)cc2Cl)cc1[N+](=O)[O-], [K+], [K+], COP(=O)(OC)C(C)O. Yields the product COP(=O)(OC)C(C)Oc1cc(Oc2ccc(C(F)(F)F)cc2Cl)ccc1[N+](=O)[O-]. Reaction SMILES: [C:34](=[O:35])([O-:36])[O-:37].[CH3:40][C:41](=[O:42])[CH2:43][CH3:44].[Cl:1][c:2]1[c:3]([O:4][c:5]2[cH:6][c:7]([N+:14]([O-:15])=[O:16])[c:8]([N+:11](=[O:12])[O-:13])[cH:9][cH:10]2)[cH:17][cH:18][c:19]([C:21]([F:22])([F:23])[F:24])[cH:20]1.[K+:38].[K+:39].[OH:25][CH:26]([CH3:27])[P:28]([O:29][CH3:30])([O:31][CH3:32])=[O:33]>>[Cl:1][c:2]1[c:3]([O:4][c:5]2[cH:6][c:7]([O:25][CH:26]([CH3:27])[P:28]([O:29][CH3:30])([O:31][CH3:32])=[O:33])[c:8]([N+:11](=[O:12])[O-:13])[cH:9][cH:10]2)[cH:17][cH:18][c:19]([C:21]([F:22])([F:23])[F:24])[cH:20]1. The reactants are Br (hydrogen bromide), C(CN(C)CC(CCCCCCCC)O)N(C)CC(CCCCCCCC)O (N,N'-ethylenebis[N-methyl-2-hydroxydecylamine]). Yields the product C(CNCC(CCCCCCCC)O)NCC(CCCCCCCC)O (N,N'-ethylenebis[2-hydroxydecylamine]). RXN SMILES: Br.[CH2:2]([N:17]([CH2:19][CH:20]([OH:29])[CH2:21][CH2:22][CH2:23][CH2:24][CH2:25][CH2:26][CH2:27][CH3:28])C)[CH2:3][N:4]([CH2:6][CH:7]([OH:16])[CH2:8][CH2:9][CH2:10][CH2:11][CH2:12][CH2:13][CH2:14][CH3:15])C>>[CH2:3]([NH:4][CH2:6][CH:7]([OH:16])[CH2:8][CH2:9][CH2:10][CH2:11][CH2:12][CH2:13][CH2:14][CH3:15])[CH2:2][NH:17][CH2:19][CH:20]([OH:29])[CH2:21][CH2:22][CH2:23][CH2:24][CH2:25][CH2:26][CH2:27][CH3:28]. Procedure: In a manner similar to that of Example 22, methylation of N,N'-ethylenebis[2-hydroxydecylamine] (15 g.) and treatment of the resulting product with hydrogen bromide gave N,N'-ethylenebis[N-methyl-2-hydroxydecylamine] (I: R = CH3 (CH2)7, R' = CH3, X = (CH2)2, Z = H) dihydrobromide (4.0 g., m.p. 152.0°-164.0° C.). The reactants are C1CCOC1, CCOC(C)=O, O=C(NC1CCCC1)NC(Cc1ccccc1)(c1cc(F)cc(C(F)(F)F)c1)c1ccc(N=C(c2ccccc2)c2ccccc2)cn1, Cl. Product: Nc1ccc(C(Cc2ccccc2)(NC(=O)NC2CCCC2)c2cc(F)cc(C(F)(F)F)c2)nc1. RXN SMILES: [CH2:49]1[O:50][CH2:51][CH2:52][CH2:53]1.[CH3:54][CH2:55][O:56][C:57]([CH3:58])=[O:59].[CH:1]1([NH:6][C:7](=[O:8])[NH:9][C:10]([CH2:11][c:12]2[cH:13][cH:14][cH:15][cH:16][cH:17]2)([c:18]2[cH:19][c:20]([F:28])[cH:21][c:22]([C:24]([F:25])([F:26])[F:27])[cH:23]2)[c:29]2[n:30][cH:31][c:32]([N:35]=[C:36]([c:37]3[cH:38][cH:39][cH:40][cH:41][cH:42]3)[c:43]3[cH:44][cH:45][cH:46][cH:47][cH:48]3)[cH:33][cH:34]2)[CH2:2][CH2:3][CH2:4][CH2:5]1.[ClH:60]>>[CH:1]1([NH:6][C:7](=[O:8])[NH:9][C:10]([CH2:11][c:12]2[cH:13][cH:14][cH:15][cH:16][cH:17]2)([c:18]2[cH:19][c:20]([F:28])[cH:21][c:22]([C:24]([F:25])([F:26])[F:27])[cH:23]2)[c:29]2[n:30][cH:31][c:32]([NH2:35])[cH:33][cH:34]2)[CH2:2][CH2:3][CH2:4][CH2:5]1.